Dataset: the Open Reaction Database (ORD), a public repository of structured organic reaction records. Task: describe an organic reaction: reactants, conditions, products, and yield The reactants are FC=1C=NC=C(C(=NO)Cl)C1 (5-Fluoro-N-hydroxynicotinimidoyl chloride), C(#C)C1=CC(=C(C=C1)OC(F)(F)F)F (4-ethynyl-2-fluoro-1-(trifluoromethoxy)benzene), N (NH3). The product is FC=1C=C(C=CC1OC(F)(F)F)C1=CC(=NO1)C=1C=NC=C(C1)F (5-(3-Fluoro-4-(trifluoromethoxy)phenyl)-3-(5-fluoropyridin-3-yl)isoxazole). As a reaction SMILES: [F:1][C:2]1[CH:3]=[N:4][CH:5]=[C:6]([CH:11]=1)[C:7](Cl)=[N:8][OH:9].[C:12]([C:14]1[CH:19]=[CH:18][C:17]([O:20][C:21]([F:24])([F:23])[F:22])=[C:16]([F:25])[CH:15]=1)#[CH:13].N>>[F:25][C:16]1[CH:15]=[C:14]([C:12]2[O:9][N:8]=[C:7]([C:6]3[CH:5]=[N:4][CH:3]=[C:2]([F:1])[CH:11]=3)[CH:13]=2)[CH:19]=[CH:18][C:17]=1[O:20][C:21]([F:22])([F:23])[F:24]. Procedure details: The titled compound was prepared according to Method CB using the product of Example 28B (88 mg, 0.5 mmol) and 4-ethynyl-2-fluoro-1-(trifluoromethoxy)benzene (Apollo, 102 mg, 0.5 mmol). 1H NMR (300 MHz, MeOH-d4) δ 7.51 (s, 1H), 7.59-7.69 (m, 1H), 7.85 (ddd, J=8.8, 2.0, 1.4 Hz, 1H), 7.93 (dd, J=10.9, 2.0 Hz, 1H), 8.17 (ddd, J=9.2, 2.7, 1.7 Hz, 1H), 8.62 (d, J=2.7 Hz, 1H), 8.97 (t, J=1.5 Hz, 1H) ppm; MS (DCI/NH3) m/z 343 (M+H)+. Starting materials: Cc1ccccc1, OCCC1CCCCCCCCCCC1O, Cc1ccc(S(=O)(=O)O)cc1. Yields the product C1CCCCCC2OCCC2CCCC1. As a reaction SMILES: [CH3:28][c:29]1[cH:30][cH:31][cH:32][cH:33][cH:34]1.[OH:1][CH2:2][CH2:3][CH:4]1[CH:5]([OH:16])[CH2:6][CH2:7][CH2:8][CH2:9][CH2:10][CH2:11][CH2:12][CH2:13][CH2:14][CH2:15]1.[c:17]1([CH3:18])[cH:19][cH:20][c:21]([S:22]([OH:23])(=[O:24])=[O:25])[cH:26][cH:27]1>>[CH2:2]1[CH2:3][CH:4]2[CH:5]([CH2:6][CH2:7][CH2:8][CH2:9][CH2:10][CH2:11][CH2:12][CH2:13][CH2:14][CH2:15]2)[O:16]1. The reactants are CCN=C=NCCCN(C)C, CN(C)C=O, Cl, Nc1ccc2ccccc2n1, O, O, On1nnc2ccccc21, O=C(O)CCc1cnoc1-c1ccccc1. Product: O=C(CCc1cnoc1-c1ccccc1)Nc1ccc2ccccc2n1. RXN SMILES: [CH2:40]([N:41]=[C:42]=[N:43][CH2:44][CH2:45][CH2:46][N:47]([CH3:48])[CH3:49])[CH3:50].[CH3:52][N:53]([CH3:54])[CH:55]=[O:56].[ClH:39].[NH2:1][c:2]1[n:3][c:4]2[cH:5][cH:6][cH:7][cH:8][c:9]2[cH:10][cH:11]1.[OH2:28].[OH2:51].[OH:29][n:30]1[c:31]2[cH:32][cH:33][cH:34][cH:35][c:36]2[n:37][n:38]1.[c:12]1(-[c:18]2[c:19]([CH2:23][CH2:24][C:25](=[O:26])[OH:27])[cH:20][n:21][o:22]2)[cH:13][cH:14][cH:15][cH:16][cH:17]1>>[NH:1]([c:2]1[n:3][c:4]2[cH:5][cH:6][cH:7][cH:8][c:9]2[cH:10][cH:11]1)[C:25]([CH2:24][CH2:23][c:19]1[c:18](-[c:12]2[cH:13][cH:14][cH:15][cH:16][cH:17]2)[o:22][n:21][cH:20]1)=[O:26]. Reactants: C(C(=C)C)(=O)O (methacrylic acid), Cl[GeH](Cl)Cl (trichlorogermane). Reaction conditions: temperature 5 celsius, time 1 hour. The yield is 64.0%. Reported procedure: 84.7 ml (0.1 mol) of methacrylic acid was added dropwise over 5 minutes to 18 g (0.1 mol) of crude trichlorogermane which had been cooled to 5° C. in an ice bath. The mixture was stirred at the same temperature for one hour and then at room temperature for 1.5 hour. The precipitated crystal was filtered by suction, washed with 10 ml of n-hexane which had been dried over potassium chloride for four times, dried by suction and kept in a desiccator containing phosphorus pentoxide at 65° C. for one ... Yields the product CC(C(=O)O)C[Ge](Cl)(Cl)Cl (2-methyl-3-(trichlorogermyl) propionic acid). As a reaction SMILES: [C:1]([OH:6])(=[O:5])[C:2]([CH3:4])=[CH2:3].[Cl:7][GeH:8]([Cl:10])[Cl:9]>>[CH3:3][CH:2]([CH2:4][Ge:8]([Cl:10])([Cl:9])[Cl:7])[C:1]([OH:6])=[O:5]. Starting materials: COc1ccc(C(=O)O)cc1C1(C)CCCCC1, C1CCC(NC2CCCCC2)CC1, ClCCl, O=S(Cl)Cl. The product is COc1ccc(C(=O)Cl)cc1C1(C)CCCCC1. RXN SMILES: [CH3:1][C:2]1([c:8]2[cH:9][c:10]([C:11](=[O:12])[OH:13])[cH:14][cH:15][c:16]2[O:17][CH3:18])[CH2:3][CH2:4][CH2:5][CH2:6][CH2:7]1.[CH:19]1([NH:20][CH:21]2[CH2:22][CH2:23][CH2:24][CH2:25][CH2:26]2)[CH2:27][CH2:28][CH2:29][CH2:30][CH2:31]1.[Cl:36][CH2:37][Cl:38].[S:32]([Cl:33])([Cl:34])=[O:35]>>[CH3:1][C:2]1([c:8]2[cH:9][c:10]([C:11](=[O:12])[Cl:34])[cH:14][cH:15][c:16]2[O:17][CH3:18])[CH2:3][CH2:4][CH2:5][CH2:6][CH2:7]1. The reactants are C(C)(=O)OCC (Ethyl acetate), N1(CCNCC1)C(=O)OC(C)(C)C (tert-butyl piperazine-1-carboxylate), BrC1=C(C=C(OC2OCCCC2)C=C1)Cl (2-(4-bromo-3-chlorophenoxy)tetrahydropyran), CC(C)([O-])C.[Na+] (sodium tert-butoxide). Reagents/catalysts: C(C)(=O)[O-].[Pd+2].C(C)(=O)[O-] (palladium acetate), C=1C=CC(=CC1)P(C=2C=CC=CC2)C3=CC=C4C=CC=CC4=C3C5=C6C=CC=CC6=CC=C5P(C=7C=CC=CC7)C=8C=CC=CC8 (BINAP). Run in O (water), C1(=CC=CC=C1)C (toluene). Product: ClC1=C(C=CC(=C1)OC1OCCCC1)N1CCN(CC1)C(=O)OC(C)(C)C (tert-butyl 4-[2-chloro-4-(tetrahydropyran-2-yloxy)phenyl]piperazine-1-carboxylate). Isolated yield 55.1%. RXN SMILES: [N:1]1([C:7]([O:9][C:10]([CH3:13])([CH3:12])[CH3:11])=[O:8])[CH2:6][CH2:5][NH:4][CH2:3][CH2:2]1.Br[C:15]1[CH:27]=[CH:26][C:18]([O:19][CH:20]2[CH2:25][CH2:24][CH2:23][CH2:22][O:21]2)=[CH:17][C:16]=1[Cl:28].CC(C)([O-])C.[Na+].C(OCC)(=O)C>C1(C)C=CC=CC=1.C([O-])(=O)C.[Pd+2].C([O-])(=O)C.C1C=CC(P(C2C(C3C(P(C4C=CC=CC=4)C4C=CC=CC=4)=CC=C4C=3C=CC=C4)=C3C(C=CC=C3)=CC=2)C2C=CC=CC=2)=CC=1.O>[Cl:28][C:16]1[CH:17]=[C:18]([O:19][CH:20]2[CH2:25][CH2:24][CH2:23][CH2:22][O:21]2)[CH:26]=[CH:27][C:15]=1[N:4]1[CH2:5][CH2:6][N:1]([C:7]([O:9][C:10]([CH3:13])([CH3:12])[CH3:11])=[O:8])[CH2:2][CH2:3]1 |f:2.3,6.7.8|. Reported procedure: A mixture of tert-butyl piperazine-1-carboxylate (3.94 g, 21.6 mmol), 2-(4-bromo-3-chlorophenoxy)tetrahydropyran (5.61 g, 19.2 mol), palladium acetate (86.4 mg, 0.39 mmol), BINAP (172 mg, 0.58 mmol) and sodium tert-butoxide (2.4 g, 25.0 mmol) in toluene (40 ml) was refluxed under a nitrogen atmosphere for 2 hours. Ethyl acetate and water were added to the reaction mixture, which was stirred for a while. The insoluble substances were removed by filtration through Celite, and the filtrate was extr... Reactants: [BH4-].[Na+] (NaBH4), C(C)(C)(C)OC(=O)C1=CC=C(NC2=NC(=NC(=C2C(=O)OCC)C)SC)C=C1 (ethyl 4-[4-(tert-butoxycarbonyl)anilino]-6-methyl-2-(methylsulfanyl)-5-pyrimidinecarboxylate), O (water). The solvent is C(C)O (ethanol). Reaction conditions: time 4 hour. Yields the product OCC=1C(=NC(=NC1C)SC)NC1=CC=C(C(=O)OC(C)(C)C)C=C1 (tert-butyl 4-{[5-(hydroxymethyl)-6-methyl-2-(methylsulfanyl)-4-pyrimidinyl]amino}benzoate). RXN SMILES: [C:1]([O:5][C:6]([C:8]1[CH:28]=[CH:27][C:11]([NH:12][C:13]2[C:18]([C:19](OCC)=[O:20])=[C:17]([CH3:24])[N:16]=[C:15]([S:25][CH3:26])[N:14]=2)=[CH:10][CH:9]=1)=[O:7])([CH3:4])([CH3:3])[CH3:2].[BH4-].[Na+].O>C(O)C>[OH:20][CH2:19][C:18]1[C:13]([NH:12][C:11]2[CH:27]=[CH:28][C:8]([C:6]([O:5][C:1]([CH3:2])([CH3:4])[CH3:3])=[O:7])=[CH:9][CH:10]=2)=[N:14][C:15]([S:25][CH3:26])=[N:16][C:17]=1[CH3:24] |f:1.2|. Procedure: To a suspension of compound E (30 g; 0.0743 mol) in 500 mL of anhydrous ethanol at 45° C. NaBH4 (15 g; 0.397 mol) was added portion-wise under vigorous stirring. After 4 h the reaction mixture was brought to room temperature and was poured into 2 L of iced water, vigorously stirred for 10′ and extracted with ethyl acetate (2×600 mL). The organic phase was washed with water until neutral pH, with brine and dried over anhydrous sodium sulphate. After evaporation the crude compound F (22 g; 82%) wa... Starting materials: COC=1C=C(C=CC(=O)OC)C=CC1C(NC)=O (methyl 3-methoxy-4-(methylcarbamoyl)-cinnamate), [OH-].[Na+] (sodium hydroxide). The solvent is CO (methanol). Run at temperature 50 celsius, time 5 hour. Yields the product COC=1C=C(C=CC(=O)O)C=CC1C(NC)=O (3-methoxy-4-(methylcarbamoyl)-cinnamic acid). The yield is 88.3%. RXN SMILES: [CH3:1][O:2][C:3]1[CH:4]=[C:5]([CH:12]=[CH:13][C:14]=1[C:15](=[O:18])[NH:16][CH3:17])[CH:6]=[CH:7][C:8]([O:10]C)=[O:9].[OH-].[Na+]>CO>[CH3:1][O:2][C:3]1[CH:4]=[C:5]([CH:12]=[CH:13][C:14]=1[C:15](=[O:18])[NH:16][CH3:17])[CH:6]=[CH:7][C:8]([OH:10])=[O:9] |f:1.2|. Reported procedure: To a solution of methyl 3-methoxy-4-(methylcarbamoyl)-cinnamate (300 mg) in methanol was added 1N aqueous sodium hydroxide solution (1.5 ml) at ambient temperature, and the mixture was stirred for 5 hours at 50° C. The solvent was removed, and water was added thereto. The mixture was washed with diethyl ether and adjusted to pH 4 with 1N hydrochloric acid. The resulting precipitate was collected by filtration and washed with water to give 3-methoxy-4-(methylcarbamoyl)-cinnamic acid (250 mg).